This data is from the Open Reaction Database (ORD), a public repository of structured organic reaction records. The task is: describe an organic reaction: reactants, conditions, products, and yield The reactants are Cc1ccccc1, CCOC(=O)C1=CC(=O)CCC1S(=O)(=O)Nc1ccc(F)cc1Cl, [Na+], OCCCO, O=C([O-])O, Cc1ccc(S(=O)(=O)[O-])cc1, c1cc[nH+]cc1. Product: CCOC(=O)C1=CC2(CCC1S(=O)(=O)Nc1ccc(F)cc1Cl)OCCCO2. Reaction SMILES: [CH3:52][c:53]1[cH:54][cH:55][cH:56][cH:57][cH:58]1.[Cl:1][c:2]1[c:3]([NH:9][S:10](=[O:11])(=[O:12])[CH:13]2[CH2:14][CH2:15][C:16](=[O:24])[CH:17]=[C:18]2[C:19](=[O:20])[O:21][CH2:22][CH3:23])[cH:4][cH:5][c:6]([F:8])[cH:7]1.[Na+:47].[OH:25][CH2:26][CH2:27][CH2:28][OH:29].[OH:48][C:49](=[O:50])[O-:51].[c:30]1([CH3:31])[cH:32][cH:33][c:34]([S:35]([O-:36])(=[O:37])=[O:38])[cH:39][cH:40]1.[nH+:41]1[cH:42][cH:43][cH:44][cH:45][cH:46]1>>[Cl:1][c:2]1[c:3]([NH:9][S:10](=[O:11])(=[O:12])[CH:13]2[CH2:14][CH2:15][C:16]3([CH:17]=[C:18]2[C:19](=[O:20])[O:21][CH2:22][CH3:23])[O:24][CH2:28][CH2:27][CH2:26][O:25]3)[cH:4][cH:5][c:6]([F:8])[cH:7]1. The reactants are C1CCOC1, [Li]CCCC, COC(=O)C(C)(C)Oc1ccc(CCC(=O)C2CCCC2)cc1Cl, CCC(=O)CC(=O)[O-], [H-], [Na+]. The product is COC(=O)C(C)(C)Oc1ccc(CCC2(C3CCCC3)CC(=O)CC(=O)O2)cc1Cl. RXN SMILES: [CH2:40]1[O:41][CH2:42][CH2:43][CH2:44]1.[CH3:11][CH2:12][CH2:13][CH2:14][Li:15].[CH3:16][O:17][C:18]([C:19]([CH3:20])([CH3:21])[O:22][c:23]1[c:24]([Cl:38])[cH:25][c:26]([CH2:29][CH2:30][C:31](=[O:32])[CH:33]2[CH2:34][CH2:35][CH2:36][CH2:37]2)[cH:27][cH:28]1)=[O:39].[CH3:3][CH2:4][C:5]([CH2:6][C:7](=[O:8])[O-:9])=[O:10].[H-:2].[Na+:1]>>[CH2:4]1[C:5](=[O:10])[CH2:6][C:7](=[O:8])[O:32][C:31]1([CH2:30][CH2:29][c:26]1[cH:25][c:24]([Cl:38])[c:23]([O:22][C:19]([C:18]([O:17][CH3:16])=[O:39])([CH3:20])[CH3:21])[cH:28][cH:27]1)[CH:33]1[CH2:34][CH2:35][CH2:36][CH2:37]1. Starting materials: N(=[N+]=[N-])[C@H]1[C@H](SC)O[C@@H]([C@H]([C@@H]1OCC1=CC=C(C=C1)OC)OC(=O)C=1C(=CC=CC1)C1=CC=CC=C1)CO[Si](C1=CC=CC=C1)(C1=CC=CC=C1)C(C)(C)C (methyl 2-azido-6-O-tert-butyldiphenylsilyl-4-O-biphenylcarbonyl-2-deoxy-3-O-(4-methoxybenzyl)-1-thio-β-D-glucopyranoside), C(C(C)[*:2])[*:1] (polypropylene). Solvent: CC(=O)O (AcOH). Run at time 8 hour. The product is N(=[N+]=[N-])[C@H]1[C@H](SC)O[C@@H]([C@H]([C@@H]1OCC1=CC=C(C=C1)OC)OC(=O)C=1C(=CC=CC1)C1=CC=CC=C1)CO (Methyl 2-azido-4-O-biphenylcarbonyl-2-deoxy-3-O-(4-methoxybenzyl)-1-thio-β-D-glucopyranoside). The yield is 94.3%. As a reaction SMILES: [N:1]([C@@H:4]1[C@@H:11]([O:12][CH2:13][C:14]2[CH:19]=[CH:18][C:17]([O:20][CH3:21])=[CH:16][CH:15]=2)[C@H:10]([O:22][C:23]([C:25]2[C:26]([C:31]3[CH:36]=[CH:35][CH:34]=[CH:33][CH:32]=3)=[CH:27][CH:28]=[CH:29][CH:30]=2)=[O:24])[C@@H:9]([CH2:37][O:38][Si](C(C)(C)C)(C2C=CC=CC=2)C2C=CC=CC=2)[O:8][C@H:5]1[S:6][CH3:7])=[N+:2]=[N-:3]>CC(O)=O>[N:1]([C@@H:4]1[C@@H:11]([O:12][CH2:13][C:14]2[CH:15]=[CH:16][C:17]([O:20][CH3:21])=[CH:18][CH:19]=2)[C@H:10]([O:22][C:23]([C:25]2[C:26]([C:31]3[CH:32]=[CH:33][CH:34]=[CH:35][CH:36]=3)=[CH:27][CH:28]=[CH:29][CH:30]=2)=[O:24])[C@@H:9]([CH2:37][OH:38])[O:8][C@H:5]1[S:6][CH3:7])=[N+:2]=[N-:3]. Reported procedure: To a mixture of methyl 2-azido-4-O-biphenylcarbonyl-6-O-tert-butyldiphenylsilyl-2-deoxy-3-O-(4-methoxybenzyl)-1-thio-β-D-glucopyranoside (11) (150 mg, 0.19 mmol) and anhydrous AcOH (2.8 mL) in dry THF (17 mL) hydrogenfluoride-pyridine complex (2 mL) was added in a polypropylene container. The reaction mixture was kept at room temperature overnight, then diluted with EtOAC (100 mL). The resulting solution was washed with saturated sodiumhydrogen carbonate (4×100 mL), saturated brine solution (100... The reactants are CN1C(CCC1)=O (N-methylpyrrolidone). The solvent is O (water). The product is C=CCC (butene), C=CC=C (butadiene), CCCC (butane). As a reaction SMILES: CN1[CH2:6][CH2:5][CH2:4][C:3]1=O>O>[CH2:3]=[CH:4][CH2:5][CH3:6].[CH2:3]=[CH:4][CH:5]=[CH2:6].[CH3:3][CH2:4][CH2:5][CH3:6]. Procedure: N-methylpyrrolidone, water, butene and/or butadiene and butane is obtained. The stream comprising N-methylpyrrolidone, water, butadiene and/or butene, with or without butane, which is obtained at the bottom of the extractive distillation column, is fed to a distillation column (c) in which butadiene and/or butene and optionally butane are obtained via the top. At the bottom of the distillation column, a stream comprising N-methylpyrrolidone and water is obtained, the composition of the stream co... The reactants are COC=1C=C(C(=O)N2CC(CC2)(C2=CC=CC=C2)CCN2CCN(CCC2)C2=NC3=C(N2)C=CC=C3)C=C(C1OC)OC (1-(3,4,5-trimethoxybenzoyl)-3-(2-(4-(1H-benzimidazol-2-yl)[1,4]diazepan-1-yl)ethyl)-3-phenylpyrrolidine), C(C=C)Cl (allyl chloride). The product is COC=1C=C(C(=O)N2CC(CC2)(C2=CC=CC=C2)CCN2CCN(CCC2)C2=NC3=C(N2CC=C)C=CC=C3)C=C(C1OC)OC (1-(3,4,5-Trimethoxybenzoyl)-3-(2-(4-(1-allyl-1H-benzimidazol-2-yl)[1,4]diazepan-1-yl)ethyl)-3-phenylpyrrolidine). Reaction SMILES: [CH3:1][O:2][C:3]1[CH:4]=[C:5]([CH:37]=[C:38]([O:42][CH3:43])[C:39]=1[O:40][CH3:41])[C:6]([N:8]1[CH2:12][CH2:11][C:10]([CH2:19][CH2:20][N:21]2[CH2:27][CH2:26][CH2:25][N:24]([C:28]3[NH:32][C:31]4[CH:33]=[CH:34][CH:35]=[CH:36][C:30]=4[N:29]=3)[CH2:23][CH2:22]2)([C:13]2[CH:18]=[CH:17][CH:16]=[CH:15][CH:14]=2)[CH2:9]1)=[O:7].[CH2:44](Cl)[CH:45]=[CH2:46]>>[CH3:43][O:42][C:38]1[CH:37]=[C:5]([CH:4]=[C:3]([O:2][CH3:1])[C:39]=1[O:40][CH3:41])[C:6]([N:8]1[CH2:12][CH2:11][C:10]([CH2:19][CH2:20][N:21]2[CH2:27][CH2:26][CH2:25][N:24]([C:28]3[N:29]([CH2:46][CH:45]=[CH2:44])[C:30]4[CH:36]=[CH:35][CH:34]=[CH:33][C:31]=4[N:32]=3)[CH2:23][CH2:22]2)([C:13]2[CH:14]=[CH:15][CH:16]=[CH:17][CH:18]=2)[CH2:9]1)=[O:7]. Procedure: Prepare by the method of Example 35.1 using 1-(3,4,5-trimethoxybenzoyl)-3-(2-(4-(1H-benzimidazol-2-yl)[1,4]diazepan-1-yl)ethyl)-3-phenylpyrrolidine and allyl chloride to give the title compound. Yields the product CCc1nnc(SCCCN2CCN(c3cc(C(F)F)nc(C(C)(C)C)n3)CC2)n1C, Cl. RXN SMILES: [C:10]([CH3:11])([CH3:12])([CH3:13])[c:14]1[n:15][c:16]([CH:30]([F:31])[F:32])[cH:17][c:18]([N:20]2[CH2:21][CH2:22][N:23]([CH2:26][CH2:27][CH2:28][Cl:29])[CH2:24][CH2:25]2)[n:19]1.[CH3:1][n:2]1[c:3]([SH:9])[n:4][n:5][c:6]1[CH2:7][CH3:8]>>[CH3:1][n:2]1[c:3]([S:9][CH2:28][CH2:27][CH2:26][N:23]2[CH2:22][CH2:21][N:20]([c:18]3[cH:17][c:16]([CH:30]([F:31])[F:32])[n:15][c:14]([C:10]([CH3:11])([CH3:12])[CH3:13])[n:19]3)[CH2:25][CH2:24]2)[n:4][n:5][c:6]1[CH2:7][CH3:8].[ClH:29]. Reactants: CC(C)(C)c1nc(C(F)F)cc(N2CCN(CCCCl)CC2)n1, CCc1nnc(S)n1C. Reactants: CC#N, CS(=O)(=O)OCCc1ccc(N2CCCC2)cc1, OCC1CCCN1, [Na+], [Na+], O=C([O-])[O-]. Yields the product OCC1CCCN1CCc1ccc(N2CCCC2)cc1. As a reaction SMILES: [CH3:32][C:33]#[N:34].[CH3:8][S:9]([O:10][CH2:13][CH2:14][c:15]1[cH:16][cH:17][c:18]([N:21]2[CH2:22][CH2:23][CH2:24][CH2:25]2)[cH:19][cH:20]1)(=[O:11])=[O:12].[NH:1]1[CH:2]([CH2:3][OH:4])[CH2:5][CH2:6][CH2:7]1.[Na+:26].[Na+:27].[O-:28][C:29](=[O:30])[O-:31]>>[N:1]1([CH2:13][CH2:14][c:15]2[cH:16][cH:17][c:18]([N:21]3[CH2:22][CH2:23][CH2:24][CH2:25]3)[cH:19][cH:20]2)[CH:2]([CH2:3][OH:4])[CH2:5][CH2:6][CH2:7]1.